From a dataset of the Open Reaction Database (ORD), a public repository of structured organic reaction records. describe an organic reaction: reactants, conditions, products, and yield Reactants: [N-]=[N+]=[N-].[Na+] (Sodium azide), FC=1C=C(C=C(C1N1CCSCC1)F)N1N=NC(=C1)COS(=O)(=O)C (methanesulfonic acid 1-(3,5-difluoro-4-thiomorpholin-4-yl-phenyl)-1H-[1,2,3]triazol-4-ylmethyl ester), CS(=O)(=O)O (methanesulfonic acid), 3,5-(difluoro-4-thiomorpholin-4-yl-phenyl)-3H-[1,2,3]triazol-5-ylmethyl ester. The solvent is CN(C)C=O (DMF), C(C)(=O)OCC (ethyl acetate). Run at temperature 90 celsius. Product: FC=1C=C(C=C(C1N1CCSCC1)F)N1N=NC(=C1)CN=[N+]=[N-] (1-[3,5-difluoro-4-(4-thiomorpholinyl)phenyl]-1H-1,2,3-triazol-4-ylmethyl azide). Isolated yield 45.0%. RXN SMILES: [N-:1]=[N+:2]=[N-:3].[Na+].[F:5][C:6]1[CH:7]=[C:8]([N:19]2[CH:23]=[C:22]([CH2:24]OS(C)(=O)=O)[N:21]=[N:20]2)[CH:9]=[C:10]([F:18])[C:11]=1[N:12]1[CH2:17][CH2:16][S:15][CH2:14][CH2:13]1.CS(O)(=O)=O>CN(C=O)C.C(OCC)(=O)C>[F:5][C:6]1[CH:7]=[C:8]([N:19]2[CH:23]=[C:22]([CH2:24][N:1]=[N+:2]=[N-:3])[N:21]=[N:20]2)[CH:9]=[C:10]([F:18])[C:11]=1[N:12]1[CH2:17][CH2:16][S:15][CH2:14][CH2:13]1 |f:0.1|. Procedure details: Sodium azide (1.10 g, 16.90 mmol) was added to the mixture of methanesulfonic acid 1-(3,5-difluoro-4-thiomorpholin-4-yl-phenyl)-1H-[1,2,3]triazol-4-ylmethyl ester and methanesulfonic acid 3-(3,5-(difluoro-4-thiomorpholin-4-yl-phenyl)-3H-[1,2,3]triazol-5-ylmethyl ester, obtained in Example 9, in DMF (10 mL) and heated to 90° C. for 1 h. The reaction mixture was cooled to room temperature and diluted with ethyl acetate (200 mL). The solution was washed with water (100 mL×2) followed by brine (50 m... Product: C1(CC1)C1=NC(=NO1)C=1N=CN2C1N(C(C1=C(C=CC=C21)N(C)C)=O)C (3-(5-cyclopropyl-1,2,4-oxadiazol-3-yl)-4-methyl-5-oxo-6-dimethylamino-4,5-dihydro-imidazo(1,5-a)quinazoline). Isolated yield 86.0%. RXN SMILES: [CH3:1][NH:2][CH3:3].[CH:4]1([C:7]2[O:11][N:10]=[C:9]([C:12]3[N:13]=[CH:14][N:15]4[C:24]5[C:19](=[C:20](Cl)[CH:21]=[CH:22][CH:23]=5)[C:18](=[O:26])[N:17]([CH3:27])[C:16]=34)[N:8]=2)[CH2:6][CH2:5]1>CN(C)C=O>[CH:4]1([C:7]2[O:11][N:10]=[C:9]([C:12]3[N:13]=[CH:14][N:15]4[C:24]5[C:19](=[C:20]([N:2]([CH3:3])[CH3:1])[CH:21]=[CH:22][CH:23]=5)[C:18](=[O:26])[N:17]([CH3:27])[C:16]=34)[N:8]=2)[CH2:6][CH2:5]1. Procedure: Gaseous dimethylamine was passed through a stirred solution of 3-(5-cyclopropyl-1,2,4-oxadiazol-3-yl)-4-methyl-5-oxo-6-chloro-4,5-dihydro-imidazo(1,5-a)quinazoline (0.4 g, 1.2 mmol) in 25 ml of dry dimethylformamide at 110° C. for 2 h. The reaction mixture was evaporated in vacuo and the residue was triturated with 20 ml of water, filtered off and dried to give 0.35 g (86%) of 3-(5-cyclopropyl-1,2,4-oxadiazol-3-yl)-4-methyl-5-oxo-6-dimethylamino-4,5-dihydro-imidazo(1,5-a)quinazoline, M.p. 170°-1... Solvent: CN(C=O)C (dimethylformamide). Starting materials: CNC (dimethylamine), C1(CC1)C1=NC(=NO1)C=1N=CN2C1N(C(C1=C(C=CC=C21)Cl)=O)C (3-(5-cyclopropyl-1,2,4-oxadiazol-3-yl)-4-methyl-5-oxo-6-chloro-4,5-dihydro-imidazo(1,5-a)quinazoline). The reactants are solid, Cl.C(C)OC([C@@H](N)CSCC1=CC(=C(C=C1)C)C)=O (S-(3,4-dimethylbenzyl)-L-cysteine ethyl ester hydrochloride), C(C)(=O)SCC(C(=O)O)CC1=CC=CC=C1 (3-acetylthio-2-benzylpropionic acid), solid. The solvent is CO (MeOH), CO (MeOH). The product is C(C)OC([C@@H](NC(C(CSC(C)=O)CC1=CC=CC=C1)=O)CSCC1=CC(=C(C=C1)C)C)=O (N-(3-Acetylthio-2-Benzylpropionyl)-S-(3,4-Dimethylbenzyl)-L-Cysteine Ethyl Ester). RXN SMILES: Cl.[CH2:2]([O:4][C:5](=[O:19])[C@H:6]([CH2:8][S:9][CH2:10][C:11]1[CH:16]=[CH:15][C:14]([CH3:17])=[C:13]([CH3:18])[CH:12]=1)[NH2:7])[CH3:3].[C:20]([S:23][CH2:24][CH:25]([CH2:29][C:30]1[CH:35]=[CH:34][CH:33]=[CH:32][CH:31]=1)[C:26](O)=[O:27])(=[O:22])[CH3:21]>CO>[CH2:2]([O:4][C:5](=[O:19])[C@H:6]([CH2:8][S:9][CH2:10][C:11]1[CH:16]=[CH:15][C:14]([CH3:17])=[C:13]([CH3:18])[CH:12]=1)[NH:7][C:26](=[O:27])[CH:25]([CH2:29][C:30]1[CH:31]=[CH:32][CH:33]=[CH:34][CH:35]=1)[CH2:24][S:23][C:20](=[O:22])[CH3:21])[CH3:3] |f:0.1|. Reported procedure: React S-(3,4-dimethylbenzyl)-L-cysteine ethyl ester hydrochloride (2.20 g) and 3-acetylthio-2-benzylpropionic acid (1.74 g) in the manner described in Example 1, Step 1 to give an amber oil. Place the oil on a column of silica gel (1L) and elute with ethyl acetate:hexane 25:170 (4L) and then methanol:hexane 25:170 to give a light orange oily solid. Repeat the chromatography to give Isomer A, a white solid (0.52 g), m.p. 89.5°-92.5°, [α]D26 =-71.1° (MeOH) and Isomer B, a white solid (0.60 g), m.p... The reactants are C([O-])([O-])=O (carbonate), CO[C@@H]1[C@@H]2[C@H]([C@@H](OC1(C)C)OC1=CC=C3C=C(C(OC3=C1C1=CC=CC=C1)=O)NC(OCC1=CC=CC=C1)=O)OC(O2)=O (Benzyl 7-((3aR,4R,7R,7aR)-7-methoxy-6,6-dimethyl-2-oxotetrahydro-3aH-[1,3]dioxolo[4,5-c]pyran-4-yloxy)-2-oxo-8-phenyl-2H-chromen-3-ylcarbamate), CCN=C=NCCCN(C)C (EDCI), N1C(=CC2=CC=CC=C12)C(=O)O (1H-indole-2-carboxylic acid), amine. Reagents/catalysts: [Pd] (Palladium on carbon). Run in CO (MeOH), C(Cl)Cl (CH2Cl2), C(C)N(CC)CC (Triethylamine), C1CCOC1 (THF), N1=CC=CC=C1.C(Cl)Cl (pyridine CH2Cl2). Reaction conditions: time 12 hour. Product: O[C@H]1[C@@H](OC([C@@H]([C@H]1O)OC)(C)C)OC1=CC=C2C=C(C(OC2=C1C1=CC=CC=C1)=O)NC(=O)C=1NC2=CC=CC=C2C1 (N-(7-((2R,3R,4S,5R)-3,4-dihydroxy-5-methoxy-6,6-dimethyltetrahydro-2H-pyran-2-yloxy)-2-oxo-8-phenyl-2H-chromen-3-yl)-1H-indole-2-carboxamide). The yield is 9.1%. Reaction SMILES: [CH3:1][O:2][C@H:3]1[C:8]([CH3:10])([CH3:9])[O:7][C@@H:6]([O:11][C:12]2[C:21]([C:22]3[CH:27]=[CH:26][CH:25]=[CH:24][CH:23]=3)=[C:20]3[C:15]([CH:16]=[C:17]([NH:29][C:30](=[O:39])OCC4C=CC=CC=4)[C:18](=[O:28])[O:19]3)=[CH:14][CH:13]=2)[C@@H:5]2[O:40]C(=O)[O:42][C@H:4]12.CCN=C=NCCCN(C)C.[NH:55]1[C:63]2[C:58](=[CH:59][CH:60]=[CH:61][CH:62]=2)[CH:57]=[C:56]1C(O)=O.C(=O)([O-])[O-]>[Pd].C1COCC1.N1C=CC=CC=1.C(Cl)Cl.CO.C(Cl)Cl.C(N(CC)CC)C>[OH:40][C@@H:5]1[C@H:4]([OH:42])[C@@H:3]([O:2][CH3:1])[C:8]([CH3:10])([CH3:9])[O:7][C@H:6]1[O:11][C:12]1[C:21]([C:22]2[CH:27]=[CH:26][CH:25]=[CH:24][CH:23]=2)=[C:20]2[C:15]([CH:16]=[C:17]([NH:29][C:30]([C:56]3[NH:55][C:63]4[C:58]([CH:57]=3)=[CH:59][CH:60]=[CH:61][CH:62]=4)=[O:39])[C:18](=[O:28])[O:19]2)=[CH:14][CH:13]=1 |f:6.7|. Reported procedure: Palladium on carbon (10%, 14 mg) was added to 25f (68.0 mg, 0.12 mmol) in anhydrous THF (800 μL) and the solution was placed under an atmosphere of H2. After 12 hours, the solution was filtered through SiO2 (1:1 CH2Cl2:Acetone) and the eluent was concentrated to afford a yellow solid, which was used without further purification (52.0 mg, 99%). EDCI (18.5 mg, 0.096 mmol) and 1H-indole-2-carboxylic acid (12.4 mg, 0.077 mmol) were added to the amine (17.5 mg, 0.039 mmol) in 30% pyridine/CH2Cl2 (1.1... Starting materials: ClCCl, O=C(O)C(F)(F)F, CC(C)(C)OC(=O)CC(CCCCc1ccccc1)Sc1ccccc1. Yields the product O=C(O)CC(CCCCc1ccccc1)Sc1ccccc1. RXN SMILES: [Cl:34][CH2:35][Cl:36].[OH:27][C:28]([C:29]([F:30])([F:31])[F:32])=[O:33].[c:1]1([CH2:7][CH2:8][CH2:9][CH2:10][CH:11]([CH2:12][C:13](=[O:14])[O:15][C:16]([CH3:17])([CH3:18])[CH3:19])[S:20][c:21]2[cH:22][cH:23][cH:24][cH:25][cH:26]2)[cH:2][cH:3][cH:4][cH:5][cH:6]1>>[c:1]1([CH2:7][CH2:8][CH2:9][CH2:10][CH:11]([CH2:12][C:13](=[O:14])[OH:15])[S:20][c:21]2[cH:22][cH:23][cH:24][cH:25][cH:26]2)[cH:2][cH:3][cH:4][cH:5][cH:6]1. Reactants: BrC1=C(C=CC(=C1)C(C)(C)C)S(=O)(=O)N(COC)C1=C(SC=C1)C(=O)OC (Methyl 3-[2-bromo-4-tert-butyl-N-(methoxymethyl)phenylsulfonamido]thiophene-2-carboxylate), C1(=CC=CC=C1)/C=C/B(O)O (trans-2-phenylvinylboronic acid), C([O-])([O-])=O.[Cs+].[Cs+] (cesium carbonate), C1(=CC=CC=C1)C (toluene). The reagents and catalysts are C=1C=CC(=CC1)[P](C=2C=CC=CC2)(C=3C=CC=CC3)[Pd]([P](C=4C=CC=CC4)(C=5C=CC=CC5)C=6C=CC=CC6)([P](C=7C=CC=CC7)(C=8C=CC=CC8)C=9C=CC=CC9)[P](C=1C=CC=CC1)(C=1C=CC=CC1)C=1C=CC=CC1 (tetrakis(triphenylphosphine)palladium(0)). Run in O (water), C(C)O (ethanol). The product is C(C)(C)(C)C1=CC(=C(C=C1)S(=O)(=O)N(COC)C1=C(SC=C1)C(=O)OC)C=CC1=CC=CC=C1 (Methyl 3-[4-tert-butyl-N-(methoxymethyl)-2-styrylphenylsulfonamido]thiophene-2-carboxylate). Yield: 62.4%. RXN SMILES: Br[C:2]1[CH:7]=[C:6]([C:8]([CH3:11])([CH3:10])[CH3:9])[CH:5]=[CH:4][C:3]=1[S:12]([N:15]([C:19]1[CH:23]=[CH:22][S:21][C:20]=1[C:24]([O:26][CH3:27])=[O:25])[CH2:16][O:17][CH3:18])(=[O:14])=[O:13].[C:28]1(/[CH:34]=[CH:35]/B(O)O)[CH:33]=[CH:32][CH:31]=[CH:30][CH:29]=1.C(=O)([O-])[O-].[Cs+].[Cs+].C1(C)C=CC=CC=1>C1C=CC([P]([Pd]([P](C2C=CC=CC=2)(C2C=CC=CC=2)C2C=CC=CC=2)([P](C2C=CC=CC=2)(C2C=CC=CC=2)C2C=CC=CC=2)[P](C2C=CC=CC=2)(C2C=CC=CC=2)C2C=CC=CC=2)(C2C=CC=CC=2)C2C=CC=CC=2)=CC=1.O.C(O)C>[C:8]([C:6]1[CH:5]=[CH:4][C:3]([S:12]([N:15]([C:19]2[CH:23]=[CH:22][S:21][C:20]=2[C:24]([O:26][CH3:27])=[O:25])[CH2:16][O:17][CH3:18])(=[O:14])=[O:13])=[C:2]([CH:35]=[CH:34][C:28]2[CH:33]=[CH:32][CH:31]=[CH:30][CH:29]=2)[CH:7]=1)([CH3:11])([CH3:10])[CH3:9] |f:2.3.4,^1:55,57,76,95|. Procedure details: A 2.5-5.0 mL microwave reaction tube was successively charged with 6 (200.0 mg, 0.43 mmol), trans-2-phenylvinylboronic acid (96.0 mg; 0.65 mmol), cesium carbonate (420.0 mg; 1.30 mmol), tetrakis(triphenylphosphine)palladium(0) (25.0 mg; 0.022 mmol), toluene (1.3 mL), ethanol (1.3 mL) and water (1.3 mL). The reaction tube was purged with nitrogen and subjected to the following microwave conditions: Temperature=140° C.; Power=250 W; Time=15 minutes; Cooling On; Absorption Very High. The reaction m...